From a dataset of the Open Reaction Database (ORD), a public repository of structured organic reaction records. describe an organic reaction: reactants, conditions, products, and yield Reactants: C(O)([O-])=O.[Na+] (sodium hydrogen carbonate), Cl.C1(=CC=CC=C1)C(C1=CC=CC=C1)OC(=S)C1=C(CS[C@H]2N1C([C@H]2N)=O)CSC=2N=NNC2 (7β-amino-3-(1,2,3-triazol-4-yl)thiomethylthio-3-cephem-4-carboxylic acid diphenylmethyl ester hydrochloride), C(C)(=O)OCC (ethyl acetate), powder. Run in ClCCl (dichloromethane), ClCCl (dichloromethane). The product is C1(=CC=CC=C1)C(C1=CC=CC=C1)OC(=S)C1=C(CS[C@H]2N1C([C@H]2N)=O)CSC=2N=NNC2 (7β-amino-3-(1,2,3-triazol-4-yl)thiomethylthio-3-cephem-4-carboxylic acid diphenylmethyl ester). Isolated yield 10.0%. RXN SMILES: Cl.[C:2]1([CH:8]([O:15][C:16]([C:18]2[N:23]3[C:24](=[O:27])[C@@H:25]([NH2:26])[C@H:22]3[S:21][CH2:20][C:19]=2[CH2:28][S:29][C:30]2[N:31]=[N:32][NH:33][CH:34]=2)=[S:17])[C:9]2[CH:14]=[CH:13][CH:12]=[CH:11][CH:10]=2)[CH:7]=[CH:6][CH:5]=[CH:4][CH:3]=1.C(OCC)(=O)C.C(=O)([O-])O.[Na+]>ClCCl>[C:2]1([CH:8]([O:15][C:16]([C:18]2[N:23]3[C:24](=[O:27])[C@@H:25]([NH2:26])[C@H:22]3[S:21][CH2:20][C:19]=2[CH2:28][S:29][C:30]2[N:31]=[N:32][NH:33][CH:34]=2)=[S:17])[C:9]2[CH:10]=[CH:11][CH:12]=[CH:13][CH:14]=2)[CH:3]=[CH:4][CH:5]=[CH:6][CH:7]=1 |f:0.1,3.4|. Reported procedure: To a solution of 7β-phenylacetamido-3-(1,2,3-triazol-4-yl)thiomethylthio-3-cephem-4-carboxylic acid diphenylmethyl ester (629 mg: 1 mMol.) in dichloromethane (7 ml) under ice cooling are added pyridine (162μl : 2 mMol.) and phosphrus pentachloride (380 mg: 1.8 mMol.), and the mixture is stirred at room temperature for 40 minutes. The solution is dropwise added into a solution of 1,3-butanediol (0.46 ml) in dichloromethane (2 ml) at -30° C. After stirring under ice cooling for 30 minutes, the rea... Starting materials: COc1ccc(N)cc1OC1Cc2ccccc2C1, ClCCl, CC1C(=O)CCC1=O, Cc1ccccc1, Cc1ccc(S(=O)(=O)O)cc1. The product is COc1ccc(NC2=C(C)C(=O)CC2)cc1OC1Cc2ccccc2C1. Reaction SMILES: [CH2:1]1[CH:2]([O:10][c:11]2[cH:12][c:13]([NH2:14])[cH:15][cH:16][c:17]2[O:18][CH3:19])[CH2:3][c:4]2[cH:5][cH:6][cH:7][cH:8][c:9]21.[CH2:46]([Cl:47])[Cl:48].[CH3:20][CH:21]1[C:22](=[O:27])[CH2:23][CH2:24][C:25]1=[O:26].[CH3:39][c:40]1[cH:41][cH:42][cH:43][cH:44][cH:45]1.[c:28]1([CH3:29])[cH:30][cH:31][c:32]([S:33]([OH:34])(=[O:35])=[O:36])[cH:37][cH:38]1>>[CH2:1]1[CH:2]([O:10][c:11]2[cH:12][c:13]([NH:14][C:22]3=[C:21]([CH3:20])[C:25](=[O:26])[CH2:24][CH2:23]3)[cH:15][cH:16][c:17]2[O:18][CH3:19])[CH2:3][c:4]2[cH:5][cH:6][cH:7][cH:8][c:9]21. As a reaction SMILES: [B:14]([Br:15])([Br:16])[Br:17].[CH2:18]([Cl:19])[Cl:20].[CH3:1][O:2][c:3]1[c:4]([CH:12]=[O:13])[cH:5][c:6]2[c:7]([cH:11]1)[CH2:8][CH2:9][O:10]2>>[OH:2][c:3]1[c:4]([CH:12]=[O:13])[cH:5][c:6]2[c:7]([cH:11]1)[CH2:8][CH2:9][O:10]2. Yields the product O=Cc1cc2c(cc1O)CCO2. Reactants: BrB(Br)Br, ClCCl, COc1cc2c(cc1C=O)OCC2. Reactants: COC=1C2=C(N=CN1)SC(=N2)C2=C(N=C(N2C)C2=CSC=C2)C2=CC=CC=C2 (7-Methoxy-2-[1-methyl-4-phenyl-2-(3-thienyl)-1H-imidazol-5-yl][1,3]thiazolo[5,4-d]pyrimidine), COC=1C2=C(N=CN1)SC(=N2)C2=C(N=C(N2C)C2=CSC=C2)C2=CC=CC=C2 (7-Methoxy-2-[1-methyl-4-phenyl-2-(3-thienyl)-1H-imidazol-5-yl][1,3]thiazolo[5,4-d]pyrimidine), N (NH3), N (NH3). The solvent is O1CCOCC1 (1,4-dioxane). Run at temperature 150 celsius. Product: CN1C(=NC(=C1C=1SC=2N=CN=C(C2N1)N)C1=CC=CC=C1)C1=CSC=C1 (2-[1-Methyl-4-phenyl-2-(3-thienyl)-1H-imidazol-5-yl][1,3]thiazolo[5,4-d]pyrimidin-7-amine). Isolated yield 68.0%. As a reaction SMILES: CO[C:3]1[C:4]2[N:11]=[C:10]([C:12]3[N:16]([CH3:17])[C:15]([C:18]4[CH:22]=[CH:21][S:20][CH:19]=4)=[N:14][C:13]=3[C:23]3[CH:28]=[CH:27][CH:26]=[CH:25][CH:24]=3)[S:9][C:5]=2[N:6]=[CH:7][N:8]=1.[NH3:29]>O1CCOCC1>[CH3:17][N:16]1[C:12]([C:10]2[S:9][C:5]3[N:6]=[CH:7][N:8]=[C:3]([NH2:29])[C:4]=3[N:11]=2)=[C:13]([C:23]2[CH:24]=[CH:25][CH:26]=[CH:27][CH:28]=2)[N:14]=[C:15]1[C:18]1[CH:22]=[CH:21][S:20][CH:19]=1. Reported procedure: 7-Methoxy-2-[1-methyl-4-phenyl-2-(3-thienyl)-1H-imidazol-5-yl][1,3]thiazolo[5,4-d]pyrimidine (Intermediate 44) (26 mg) was dissolved in 0.5M NH3 in 1,4-dioxane (3 mL)/concentrated aqueous NH3 (0.6 mL), sealed and heated under microwave conditions (CEM explorer, 150° C., 150 W) for 1 hour. After which the reaction mixture was concentrated in vacuo, dissolved in EtOAc (20 mL), washed: with 2M NaOH (2×10 mL) then brine (1×15 mL), dried (MgSO4), filtered and concentrated in vacuo. Purification by fl... Reactants: ice water, OC1C(=C(C(C1)=O)CCCCCCC(=O)OC)C=CC1=CC=CC=C1 (methyl 3-hydroxy-5-oxo-2-styrylcyclopent-1-eneheptanoate). The reagents and catalysts are [O-2].[O-2].[O-2].[Cr+6] (chromium trioxide). Solvent: N1=CC=CC=C1 (pyridine), N1=CC=CC=C1 (pyridine). Reaction conditions: time 1 hour. Yields the product O=C1C(=C(C(C1)=O)CCCCCCC(=O)OC)C=CC1=CC=CC=C1 (methyl 3,5-dioxo-2-styrylcyclopent-1-eneheptanoate). Reaction SMILES: [OH:1][CH:2]1[CH2:6][C:5](=[O:7])[C:4]([CH2:8][CH2:9][CH2:10][CH2:11][CH2:12][CH2:13][C:14]([O:16][CH3:17])=[O:15])=[C:3]1[CH:18]=[CH:19][C:20]1[CH:25]=[CH:24][CH:23]=[CH:22][CH:21]=1>[O-2].[O-2].[O-2].[Cr+6].N1C=CC=CC=1>[O:1]=[C:2]1[CH2:6][C:5](=[O:7])[C:4]([CH2:8][CH2:9][CH2:10][CH2:11][CH2:12][CH2:13][C:14]([O:16][CH3:17])=[O:15])=[C:3]1[CH:18]=[CH:19][C:20]1[CH:21]=[CH:22][CH:23]=[CH:24][CH:25]=1 |f:1.2.3.4|. Procedure: To a suspension of 1.3 parts of chromium trioxide with 15 parts of pyridine is added a solution of 1.5 parts of methyl 3-hydroxy-5-oxo-2-styrylcyclopent-1-eneheptanoate in 8 parts of pyridine and the resulting reaction mixture is stirred at room temperature for about 1 hour, then is allowed to stand at that temperature for about 16 hours. To the reaction mixture ice water is then added carefully and the resulting aqueous mixture is extracted with methylene chloride. The organic extract is washed... As a reaction SMILES: N(OC(C)(C)C)=O.[CH2:8]([O:10][C:11]([C:13]1[CH:14]=[N:15][N:16]([CH:19]2[CH2:24][CH2:23][CH2:22][CH2:21][CH2:20]2)[C:17]=1N)=[O:12])[CH3:9].[ClH:25]>C(#N)C.[Cu]Cl>[CH2:8]([O:10][C:11]([C:13]1[CH:14]=[N:15][N:16]([CH:19]2[CH2:24][CH2:23][CH2:22][CH2:21][CH2:20]2)[C:17]=1[Cl:25])=[O:12])[CH3:9]. The yield is 42.0%. Run in C(C)#N (acetonitrile), C(C)#N (acetonitrile). Conditions: time 45 minute. Reagents/catalysts: [Cu]Cl (Copper(I) chloride). Procedure details: Copper(I) chloride (2.500 g, 25.25 mmol) was suspended in 7.0 mL cold (ice/acetone bath) anhydrous acetonitrile. t-Butyl nitrite (5.75 mL, 90%, 43.56 mmol) was added, followed by a suspension of 5-amino-1-cyclohexyl-1H-pyrazole-4-carboxylic acid ethyl ester (4.408 g, 18.58 mmol) in 27.0 mL acetonitrile. The mixture was stirred at room temperature for 45 minutes and then at 70° C. for 1.25 hour. The mixture was cooled to room temperature, slowly added to 6N HCl (17.5 mL) and then extracted with m... The reactants are Cl (HCl), N(=O)OC(C)(C)C (t-Butyl nitrite), C(C)OC(=O)C=1C=NN(C1N)C1CCCCC1 (5-amino-1-cyclohexyl-1H-pyrazole-4-carboxylic acid ethyl ester). Yields the product C(C)OC(=O)C=1C=NN(C1Cl)C1CCCCC1 (5-chloro-1-cyclohexyl-1H-pyrazole-4-carboxylic acid ethyl ester). The reactants are O=C([O-])O, CN(C)C=O, O=S1(=O)N(CCCCl)c2cccc3c2N1CCC3, Fc1ccc2[nH]cc(C3=CCNCC3)c2c1, [Na+], C1CCOC1. Product: O=S1(=O)N(CCCN2CC=C(c3c[nH]c4ccc(F)cc34)CC2)c2cccc3c2N1CCC3. Reaction SMILES: [C:35](=[O:36])([OH:37])[O-:38].[CH3:40][N:41]([CH3:42])[CH:43]=[O:44].[Cl:1][CH2:2][CH2:3][CH2:4][N:5]1[S:6](=[O:17])(=[O:18])[N:7]2[CH2:8][CH2:9][CH2:10][c:11]3[cH:12][cH:13][cH:14][c:15]1[c:16]32.[F:19][c:20]1[cH:21][c:22]2[c:23]([C:29]3=[CH:34][CH2:33][NH:32][CH2:31][CH2:30]3)[cH:24][nH:25][c:26]2[cH:27][cH:28]1.[Na+:39].[O:45]1[CH2:46][CH2:47][CH2:48][CH2:49]1>>[CH2:2]([CH2:3][CH2:4][N:5]1[S:6](=[O:17])(=[O:18])[N:7]2[CH2:8][CH2:9][CH2:10][c:11]3[cH:12][cH:13][cH:14][c:15]1[c:16]32)[N:32]1[CH2:31][CH2:30][C:29]([c:23]2[c:22]3[cH:21][c:20]([F:19])[cH:28][cH:27][c:26]3[nH:25][cH:24]2)=[CH:34][CH2:33]1. The reactants are CC1=C(C(=NO1)C1=CC=CC=C1)C(=O)NN (5-methyl-3-phenyl-isoxazole-4-carboxylic acid hydrazide), FC1=CC(=C(C(=O)O)C=C1)OC (4-fluoro-2-methoxy-benzoic acid). The product is FC1=CC(=C(C=C1)C=1OC(=NN1)C=1C(=NOC1C)C1=CC=CC=C1)OC (2-(4-Fluoro-2-methoxy-phenyl)-5-(5-methyl-3-phenyl-isoxazol-4-yl)-[1,3,4]oxadiazole). The yield is 49.0%. RXN SMILES: [CH3:1][C:2]1[O:6][N:5]=[C:4]([C:7]2[CH:12]=[CH:11][CH:10]=[CH:9][CH:8]=2)[C:3]=1[C:13]([NH:15][NH2:16])=[O:14].[F:17][C:18]1[CH:26]=[CH:25][C:21]([C:22](O)=O)=[C:20]([O:27][CH3:28])[CH:19]=1>>[F:17][C:18]1[CH:26]=[CH:25][C:21]([C:22]2[O:14][C:13]([C:3]3[C:4]([C:7]4[CH:12]=[CH:11][CH:10]=[CH:9][CH:8]=4)=[N:5][O:6][C:2]=3[CH3:1])=[N:15][N:16]=2)=[C:20]([O:27][CH3:28])[CH:19]=1. Procedure: As described for example 2, 5-methyl-3-phenyl-isoxazole-4-carboxylic acid hydrazide (2.00 g, 9.12 mmol) was converted using 4-fluoro-2-methoxy-benzoic acid instead of o-toluic acid to the title compound (SiO2, heptane:ethyl acetate:dichloromethane=70:10:20 to 40:40:20, 1.59 g, 49%) which was obtained as a white solid. MS: m/e=352.3 [M+H]+. Reactants: CCO, ClC(Cl)Cl, [Cl-], Cl, CCOC(=O)c1cnn(C2CCOC2)c1-c1cc(F)c(-c2c(C)cnc(OC)c2C)cc1F, [NH4+], [Na+], [OH-]. Yields the product COc1ncc(C)c(-c2cc(F)c(-c3c(C(=O)O)cnn3C3CCOC3)cc2F)c1C. RXN SMILES: [CH3:39][CH2:40][OH:41].[CH:42]([Cl:43])([Cl:44])[Cl:45].[Cl-:37].[ClH:36].[F:3][c:4]1[c:5](-[c:21]2[c:22]([C:31](=[O:32])[O:33][CH2:34][CH3:35])[cH:23][n:24][n:25]2[CH:26]2[CH2:27][O:28][CH2:29][CH2:30]2)[cH:6][c:7]([F:20])[c:8](-[c:10]2[c:11]([CH3:19])[c:12]([O:17][CH3:18])[n:13][cH:14][c:15]2[CH3:16])[cH:9]1.[NH4+:38].[Na+:2].[OH-:1]>>[F:3][c:4]1[c:5](-[c:21]2[c:22]([C:31](=[O:32])[OH:33])[cH:23][n:24][n:25]2[CH:26]2[CH2:27][O:28][CH2:29][CH2:30]2)[cH:6][c:7]([F:20])[c:8](-[c:10]2[c:11]([CH3:19])[c:12]([O:17][CH3:18])[n:13][cH:14][c:15]2[CH3:16])[cH:9]1.